Dataset: the Open Reaction Database (ORD), a public repository of structured organic reaction records. Task: describe an organic reaction: reactants, conditions, products, and yield Reactants: O=C1CCC2(OCCO2)CC1 (8-oxo-1,4-dioxaspiro[4.5]decane), C(C)OCC (diethyl ether), ice. Run in O (water). The product is C(C)OC(C)OCCCC1(CCC2(OCCO2)CC1)O (8-[3-(1-ethoxyethoxy)propyl]-1,4-dioxaspiro[4.5]decan-8-ol). RXN SMILES: [O:1]=[C:2]1[CH2:11][CH2:10][C:5]2([O:9][CH2:8][CH2:7][O:6]2)[CH2:4][CH2:3]1.[CH2:12]([O:14][CH2:15][CH3:16])[CH3:13]>O>[CH2:12]([O:14][CH:15]([O:1][CH2:2][CH2:3][CH2:4][C:2]1([OH:1])[CH2:11][CH2:10][C:5]2([O:6][CH2:7][CH2:8][O:9]2)[CH2:4][CH2:3]1)[CH3:16])[CH3:13]. Reported procedure: To the above lithiated intermediate there was added dropwise a solution of 85.8 g (0.55 mol) of 8-oxo-1,4-dioxaspiro[4.5]decane in one liter of dry diethyl ether (fresh cans, as above) over a period of about 2.5 hr. The resulting reaction mixture was allowed to warm slowly to room temperature and then poured into two liters of ice cold half saturated ammonium chloride in water solution. The phases were separated and the aqueous phase was extracted with one liter of diethyl ether. The ether layer... Starting materials: OC=1C=C(C=O)C=CC1.BrCC(=O)OCC (3-hydroxy benzaldehyde ethyl 2-bromoacetate), C(=O)([O-])[O-].[K+].[K+] (K2CO3), O (water). The solvent is CN(C)C=O (DMF). Run at temperature 80 celsius. Yields the product C(=O)C=1C=C(OCC(=O)OCC)C=CC1 (Ethyl 2-(3-formylphenoxy)acetate). The yield is 23.0%. RXN SMILES: [OH:1][C:2]1[CH:3]=[C:4]([CH:7]=[CH:8][CH:9]=1)[CH:5]=[O:6].Br[CH2:11][C:12]([O:14][CH2:15][CH3:16])=[O:13].C([O-])([O-])=O.[K+].[K+].O>CN(C=O)C>[CH:5]([C:4]1[CH:3]=[C:2]([CH:9]=[CH:8][CH:7]=1)[O:1][CH2:11][C:12]([O:14][CH2:15][CH3:16])=[O:13])=[O:6] |f:0.1,2.3.4|. Procedure details: 3-hydroxy benzaldehyde/ethyl 2-bromoacetate (1.1 eq) and K2CO3 (2 eq) were taken in DMF and heated at 80° C. for 16 h when TLC indicated completion of reaction. The reaction mixture was cooled to rt and poured into water. Extraction was done with DCM. The combined organic extracts was dried, concentrated and purified by column chromatography using silica gel (100-200 mesh) to afford the pure product (23%) as a colorless oil. NMR: δ 1.298 (t, J=7.2 Hz, 3H), 4.27 (q, J=7.2 Hz, 2H), 4.683 (s, 1H), ... The reactants are COc1cc(-n2cnc3cc(-c4ccc(Cl)cc4)sc3c2=O)ccc1OCC(C)(C)OC(=O)C(=O)OC(C)(C)C, ClCCl, O=C(O)C(F)(F)F. Yields the product COc1cc(-n2cnc3cc(-c4ccc(Cl)cc4)sc3c2=O)ccc1OCC(C)(C)OC(=O)C(=O)O. Reaction SMILES: [C:1]([C:2](=[O:3])[O:4][C:5]([CH2:6][O:7][c:8]1[c:9]([O:31][CH3:32])[cH:10][c:11](-[n:14]2[cH:15][n:16][c:17]3[c:18]([c:19]2=[O:20])[s:21][c:22](-[c:24]2[cH:25][cH:26][c:27]([Cl:30])[cH:28][cH:29]2)[cH:23]3)[cH:12][cH:13]1)([CH3:33])[CH3:34])(=[O:35])[O:36][C:37]([CH3:38])([CH3:39])[CH3:40].[Cl:48][CH2:49][Cl:50].[F:41][C:42]([F:43])([F:44])[C:45]([OH:46])=[O:47]>>[C:1]([C:2](=[O:3])[O:4][C:5]([CH2:6][O:7][c:8]1[c:9]([O:31][CH3:32])[cH:10][c:11](-[n:14]2[cH:15][n:16][c:17]3[c:18]([c:19]2=[O:20])[s:21][c:22](-[c:24]2[cH:25][cH:26][c:27]([Cl:30])[cH:28][cH:29]2)[cH:23]3)[cH:12][cH:13]1)([CH3:33])[CH3:34])(=[O:35])[OH:36].